From a dataset of the Open Reaction Database (ORD), a public repository of structured organic reaction records. describe an organic reaction: reactants, conditions, products, and yield The reactants are ClC1=NC(=NC(=C1)N1[C@@H](COCC1)C(C)C)NC (4-Chloro-N-methyl-6-[(3R)-3-(1-methylethyl)-4-morpholinyl]-2-pyrimidinamine), C(#N)C1=C(C=C(C=C1F)B(O)O)F ((4-cyano-3,5-difluorophenyl)boronic acid), C1(CCCCC1)P(C1CCCCC1)C1CCCCC1 (tricyclohexylphosphine), [O-]P(=O)([O-])[O-].[K+].[K+].[K+] (K3PO4). Reagents/catalysts: C=1C=CC(=CC1)/C=C/C(=O)/C=C/C2=CC=CC=C2.C=1C=CC(=CC1)/C=C/C(=O)/C=C/C2=CC=CC=C2.C=1C=CC(=CC1)/C=C/C(=O)/C=C/C2=CC=CC=C2.[Pd].[Pd] (Pd2(dba)3). Run in O (water), O1CCOCC1 (1,4-dioxane). Conditions: temperature 100 celsius. Yields the product FC1=C(C#N)C(=CC(=C1)C1=NC(=NC(=C1)N1[C@@H](COCC1)C(C)C)NC)F (2,6-Difluoro-4-{2-(methylamino)-6-[(3R)-3-(1-methylethyl)-4-morpholinyl]-4-pyrimidinyl}benzonitrile). The yield is 69.9%. As a reaction SMILES: Cl[C:2]1[CH:7]=[C:6]([N:8]2[CH2:13][CH2:12][O:11][CH2:10][C@H:9]2[CH:14]([CH3:16])[CH3:15])[N:5]=[C:4]([NH:17][CH3:18])[N:3]=1.[C:19]([C:21]1[C:26]([F:27])=[CH:25][C:24](B(O)O)=[CH:23][C:22]=1[F:31])#[N:20].C1(P(C2CCCCC2)C2CCCCC2)CCCCC1.[O-]P([O-])([O-])=O.[K+].[K+].[K+]>C1C=CC(/C=C/C(/C=C/C2C=CC=CC=2)=O)=CC=1.C1C=CC(/C=C/C(/C=C/C2C=CC=CC=2)=O)=CC=1.C1C=CC(/C=C/C(/C=C/C2C=CC=CC=2)=O)=CC=1.[Pd].[Pd].O.O1CCOCC1>[F:27][C:26]1[CH:25]=[C:24]([C:2]2[CH:7]=[C:6]([N:8]3[CH2:13][CH2:12][O:11][CH2:10][C@H:9]3[CH:14]([CH3:16])[CH3:15])[N:5]=[C:4]([NH:17][CH3:18])[N:3]=2)[CH:23]=[C:22]([F:31])[C:21]=1[C:19]#[N:20] |f:3.4.5.6,7.8.9.10.11|. Reported procedure: 4-Chloro-N-methyl-6-[(3R)-3-(1-methylethyl)-4-morpholinyl]-2-pyrimidinamine (1.70 g, 6.28 mmol), (4-cyano-3,5-difluorophenyl)boronic acid (1.72 g, 9.42 mmol, 1.5 equiv), tricyclohexylphosphine (0.264 g, 0.94 mmol, 0.15 equiv), Pd2(dba)3 (0.431 g, 0.47 mmol, 0.075 equiv), and K3PO4 (2.27 g, 10.67 mmol, 1.7 equiv) were charged into a 250 mL RB flask, followed by addition of 1,4-dioxane (30 mL) and water (10 mL). The mixture was degassed and back flushed with argon (5×). The mixture was heated in a... Starting materials: CC(=O)N1CCC(=O)C(C)CC1, NCc1ccccc1. Reaction SMILES: [C:1]([CH3:2])(=[O:3])[N:4]1[CH2:5][CH2:6][C:7](=[O:12])[CH:8]([CH3:11])[CH2:9][CH2:10]1.[NH2:13][CH2:14][c:15]1[cH:16][cH:17][cH:18][cH:19][cH:20]1>>[C:1]([CH3:2])(=[O:3])[N:4]1[CH2:5][CH2:6][CH:7]([NH:13][CH2:14][c:15]2[cH:16][cH:17][cH:18][cH:19][cH:20]2)[CH:8]([CH3:11])[CH2:9][CH2:10]1. The product is CC(=O)N1CCC(C)C(NCc2ccccc2)CC1. Reactants: C([O-])([O-])=O.[K+].[K+] (potassium carbonate), IC (iodomethane), C(C=C)OC1=CC(=C2C(CC(OC2=C1)(C)C)=O)O (7-allyloxy-5-hydroxy-2,2-dimethyl-4-oxochromane). The solvent is C(C)(=O)OCC (ethyl acetate), CN(C=O)C (N,N-dimethylformamide). Reaction conditions: time 3 day. The product is C(C=C)OC1=CC(=C2C(CC(OC2=C1)(C)C)=O)OC (7-Allyloxy-5-methoxy-2,2-dimethyl-4-oxochromane). Yield: 91.1%. As a reaction SMILES: [CH2:1]([O:4][C:5]1[CH:14]=[C:13]2[C:8]([C:9](=[O:17])[CH2:10][C:11]([CH3:16])([CH3:15])[O:12]2)=[C:7]([OH:18])[CH:6]=1)[CH:2]=[CH2:3].[C:19](=O)([O-])[O-].[K+].[K+].IC>CN(C)C=O.C(OCC)(=O)C>[CH2:1]([O:4][C:5]1[CH:14]=[C:13]2[C:8]([C:9](=[O:17])[CH2:10][C:11]([CH3:15])([CH3:16])[O:12]2)=[C:7]([O:18][CH3:19])[CH:6]=1)[CH:2]=[CH2:3] |f:1.2.3|. Procedure: 2.90 g of 7-allyloxy-5-hydroxy-2,2-dimethyl-4-oxochromane was dissolved in 50 ml of N,N-dimethylformamide. Thereafter, 2.42 g of potassium carbonate and 2.32 g of iodomethane were added to the reaction solution, and the obtained mixture was then stirred at room temperature for 3 days. Thereafter, the reaction solution was diluted with ethyl acetate. The resultant product was washed with a saturated sodium chloride aqueous solution. The organic layer was dried over magnesium sulfate and then conc...